Task: describe an organic reaction: reactants, conditions, products, and yield. Dataset: the Open Reaction Database (ORD), a public repository of structured organic reaction records The reactants are CCCCCC, CC1(C)CC1C(=O)O, CN(C)C=O, O=S(Cl)Cl. The product is CC1(C)CC1C(=O)O, [Cl-]. RXN SMILES: [CH3:18][CH2:19][CH2:20][CH2:21][CH2:22][CH3:23].[CH3:1][C:2]1([CH3:8])[CH:3]([C:5](=[O:6])[OH:7])[CH2:4]1.[CH3:9][N:10]([CH3:11])[CH:12]=[O:13].[S:14]([Cl:15])([Cl:16])=[O:17]>>[CH3:1][C:2]1([CH3:8])[CH:3]([C:5](=[O:6])[OH:7])[CH2:4]1.[Cl-:16]. Starting materials: CCOC(=O)C(Cc1cccc(OC)n1)NC(=O)CNC(=O)OC(C)(C)C, ClCCl, O=C(O)C(F)(F)F. The product is CCOC(=O)C(Cc1cccc(OC)n1)NC(=O)CN. RXN SMILES: [C:1]([O:2][C:3](=[O:4])[NH:8][CH2:9][C:10](=[O:11])[NH:12][CH:13]([CH2:14][c:15]1[n:16][c:17]([O:21][CH3:22])[cH:18][cH:19][cH:20]1)[C:23](=[O:24])[O:25][CH2:26][CH3:27])([CH3:5])([CH3:6])[CH3:7].[Cl:35][CH2:36][Cl:37].[OH:28][C:29]([C:30]([F:31])([F:32])[F:33])=[O:34]>>[NH2:8][CH2:9][C:10](=[O:11])[NH:12][CH:13]([CH2:14][c:15]1[n:16][c:17]([O:21][CH3:22])[cH:18][cH:19][cH:20]1)[C:23](=[O:24])[O:25][CH2:26][CH3:27]. Reactants: CO, CN1CCN(c2ccc([N+](=O)[O-])nc2)CC1CF. As a reaction SMILES: [CH3:19][OH:20].[F:1][CH2:2][CH:3]1[N:4]([CH3:18])[CH2:5][CH2:6][N:7]([c:9]2[cH:10][n:11][c:12]([N+:15]([O-:16])=[O:17])[cH:13][cH:14]2)[CH2:8]1>>[F:1][CH2:2][CH:3]1[N:4]([CH3:18])[CH2:5][CH2:6][N:7]([c:9]2[cH:10][n:11][c:12]([NH2:15])[cH:13][cH:14]2)[CH2:8]1. The product is CN1CCN(c2ccc(N)nc2)CC1CF. The reactants are O=C1CC(=O)c2ccccc21, C1CCNCC1, CCO, O=Cc1ccc(Cl)c(Cl)c1. Product: O=C1C(=Cc2ccc(Cl)c(Cl)c2)C(=O)c2ccccc21. RXN SMILES: [C:1]1(=[O:11])[CH2:2][C:3](=[O:10])[c:4]2[cH:5][cH:6][cH:7][cH:8][c:9]21.[CH2:22]1[CH2:23][CH2:24][NH:25][CH2:26][CH2:27]1.[CH3:28][CH2:29][OH:30].[Cl:12][c:13]1[cH:14][c:15]([CH:16]=[O:17])[cH:18][cH:19][c:20]1[Cl:21]>>[C:1]1(=[O:11])[C:2](=[CH:16][c:15]2[cH:14][c:13]([Cl:12])[c:20]([Cl:21])[cH:19][cH:18]2)[C:3](=[O:10])[c:4]2[cH:5][cH:6][cH:7][cH:8][c:9]21. Starting materials: CC1=CC=C(C=C1)C(CCN1CCCC1)=O (4′-methyl-3-pyrrolidinopropiophenone), BrC1=NC=CC=C1 (2-Bromopyridine), C(CCC)[Li] (n-butyllithium). Solvent: C1(=CC=CC=C1)C (toluene), CCCCCC (hexane), C1(=CC=CC=C1)C (toluene). Reaction conditions: temperature -40 celsius, time 2 hour. Yields the product CC1=CC=C(C=C1)C(CCN1CCCC1)(O)C1=NC=CC=C1 (1-(4-methylphenyl)-1-(2-pyridyl)-3-pyrrolidinopropan-1-ol). The yield is 80.6%. RXN SMILES: C([Li])CCC.Br[C:7]1[CH:12]=[CH:11][CH:10]=[CH:9][N:8]=1.[CH3:13][C:14]1[CH:19]=[CH:18][C:17]([C:20](=[O:28])[CH2:21][CH2:22][N:23]2[CH2:27][CH2:26][CH2:25][CH2:24]2)=[CH:16][CH:15]=1>CCCCCC.C1(C)C=CC=CC=1>[CH3:13][C:14]1[CH:15]=[CH:16][C:17]([C:20]([C:7]2[CH:12]=[CH:11][CH:10]=[CH:9][N:8]=2)([OH:28])[CH2:21][CH2:22][N:23]2[CH2:27][CH2:26][CH2:25][CH2:24]2)=[CH:18][CH:19]=1. Procedure details: 400 ml of toluene is charged into a round-bottom flask, which is cooled to −40° C. and then solution of n-butyllithium (76.6 g) in hexane is added and the temperature of the reaction mixture is maintained at −40° to −50° C. 2-Bromopyridine (189.2 g) is then added to the reaction mixture and the temperature is maintained at −65° to −55° C. for 35 to 45 minutes. 200 g of 4′-methyl-3-pyrrolidinopropiophenone in 200 ml of toluene is added to the reaction mixture in the R.B. flask. The reaction mass ... The reactants are N[C@@H](CCSC)C(=O)O (Methionine), N[C@@H]([C@H](O)C)C(=O)O (Threonine), N[C@@H]([C@@H](C)CC)C(=O)O (Isoleucine), N[C@@H](CCCCN)C(=O)O (Lysine), N[C@@H](C(C)C)C(=O)O (Valine), N[C@@H](CC1=CNC2=CC=CC=C12)C(=O)O (Tryptophan), N[C@@H](CC1=CNC=N1)C(=O)O (Histidine), N[C@@H](CC1=CC=CC=C1)C(=O)O (Phenylalanine), N[C@@H](CC(C)C)C(=O)O (Leucine). The product is N[C@@H](CCCNC(N)=N)C(=O)O (Arginine). RXN SMILES: [NH2:1][C@H:2]([C:7]([OH:9])=[O:8])[CH2:3][CH2:4]SC.N[C@H](C(O)=O)C[C:13]1[N:17]=[CH:16][NH:15]C=1.[NH2:21][C@H](C(O)=O)CC1C=CC=CC=1.N[C@H](C(O)=O)[C@H](CC)C.N[C@H](C(O)=O)[C@@H](C)O.N[C@H](C(O)=O)CC(C)C.N[C@H](C(O)=O)CC1C2C(=CC=CC=2)NC=1.N[C@H](C(O)=O)CCCCN.N[C@H](C(O)=O)C(C)C>>[NH2:1][C@H:2]([C:7]([OH:9])=[O:8])[CH2:3][CH2:4][CH2:13][NH:17][C:16](=[NH:21])[NH2:15]. Reported procedure: , Methionine 7 mg., Histidine 9 mg., Phenylalanine 25 mg., Isoleucine 29 mg., Threonine 33 mg., Leucine 52 mg., Tryptophan 7 mg., Lysine 35 mg., Valine 32 mg.